This data is from the Open Reaction Database (ORD), a public repository of structured organic reaction records. The task is: describe an organic reaction: reactants, conditions, products, and yield The reactants are BrCc1ccccc1, CCO, [Na+], [OH-], O, Oc1cc(O)nc(S)n1. Product: Oc1cc(O)nc(SCc2ccccc2)n1. Reaction SMILES: [Br:12][CH2:13][c:14]1[cH:15][cH:16][cH:17][cH:18][cH:19]1.[CH3:20][CH2:21][OH:22].[Na+:2].[OH-:1].[OH2:23].[SH:3][c:4]1[n:5][c:6]([OH:11])[cH:7][c:8]([OH:10])[n:9]1>>[S:3]([c:4]1[n:5][c:6]([OH:11])[cH:7][c:8]([OH:10])[n:9]1)[CH2:13][c:14]1[cH:15][cH:16][cH:17][cH:18][cH:19]1.